This data is from the Open Reaction Database (ORD), a public repository of structured organic reaction records. The task is: describe an organic reaction: reactants, conditions, products, and yield Yields the product C(CC)C1=C(C=CC=2C(=NOC21)C2=CC=CC=C2)OCCCN2C(CCC(C2)=O)=O (1-(3-{[7-propyl-3-(phenyl)-1,2-benzisoxazol-6-yl]oxy}propyl)piperidin-2,5-dione). Reactants: N1C(CCC(C1)=O)=O (piperidin-2,5-dione), CC1(C(N(C(N1)=O)CCCOC1=C(C2=C(C(=NO2)C2=CC=CC=C2)C=C1)CCC)=O)C1=CC=CC=C1 (rac-5-Methyl-5-phenyl-3-(3-{[7-propyl-3-(phenyl)-1,2-benzisoxazol-6-yl]oxy}propyl)imidazolidine-2,4-dione). As a reaction SMILES: [NH:1]1[CH2:6][C:5](=[O:7])[CH2:4][CH2:3][C:2]1=[O:8].CC1(C2C=CC=CC=2)NC(=O)N([CH2:16][CH2:17][CH2:18][O:19][C:20]2[CH:34]=[CH:33][C:23]3[C:24]([C:27]4[CH:32]=[CH:31][CH:30]=[CH:29][CH:28]=4)=[N:25][O:26][C:22]=3[C:21]=2[CH2:35][CH2:36][CH3:37])C1=O>>[CH2:35]([C:21]1[C:22]2[O:26][N:25]=[C:24]([C:27]3[CH:28]=[CH:29][CH:30]=[CH:31][CH:32]=3)[C:23]=2[CH:33]=[CH:34][C:20]=1[O:19][CH2:18][CH2:17][CH2:16][N:1]1[CH2:6][C:5](=[O:7])[CH2:4][CH2:3][C:2]1=[O:8])[CH2:36][CH3:37]. Procedure details: 1-(3-{[7-Propyl-3-(phenyl)-1,2-benzisoxazol-6-yl]oxy}propyl)piperidin-2,5-dione was prepared as for Example 10 from piperidin-2,5-dione and the bromide from Example 27. After aqueous work-up and silica gel chromatography, the title compound was obtained. Reactants: CC(=O)[O-], [NH4+], CN(C)C=O, O=S(Cl)Cl, c1ccccc1, O=C(O)c1cccc(-n2cccn2)c1. Product: NC(=O)c1cccc(-n2cccn2)c1. As a reaction SMILES: [CH3:25][C:26](=[O:27])[O-:28].[NH4+:24].[O:19]=[CH:20][N:21]([CH3:22])[CH3:23].[S:15]([Cl:16])([Cl:17])=[O:18].[cH:29]1[cH:30][cH:31][cH:32][cH:33][cH:34]1.[n:1]1(-[c:6]2[cH:7][c:8]([C:9](=[O:10])[OH:11])[cH:12][cH:13][cH:14]2)[n:2][cH:3][cH:4][cH:5]1>>[n:1]1(-[c:6]2[cH:7][c:8]([C:9](=[O:10])[NH2:21])[cH:12][cH:13][cH:14]2)[n:2][cH:3][cH:4][cH:5]1.